Dataset: the Open Reaction Database (ORD), a public repository of structured organic reaction records. Task: describe an organic reaction: reactants, conditions, products, and yield Starting materials: COC=1C=C(CN)C=CC1OC (3,4-dimethoxy-benzylamine), COC(C1=CC=C(C=C1)C=1N=C(C2=C(N1)SC=C2C)Cl)=O (4-(4-chloro-5-methyl-thieno-[2,3-d]-pyrimidin-2-yl)-benzoic acid methylester). Product: COC(C1=CC=C(C=C1)C=1N=C(C2=C(N1)SC=C2C)NCC2=CC(=C(C=C2)OC)OC)=O (4-[4-(3,4-dimethoxybenzylamino)-5-methyl-thieno-[2,3-d]-pyrimidin-2-yl]-benzoic acid methylester). RXN SMILES: [CH3:1][O:2][C:3]1[CH:4]=[C:5]([CH:8]=[CH:9][C:10]=1[O:11][CH3:12])[CH2:6][NH2:7].[CH3:13][O:14][C:15](=[O:33])[C:16]1[CH:21]=[CH:20][C:19]([C:22]2[N:23]=[C:24](Cl)[C:25]3[C:30]([CH3:31])=[CH:29][S:28][C:26]=3[N:27]=2)=[CH:18][CH:17]=1>>[CH3:13][O:14][C:15](=[O:33])[C:16]1[CH:17]=[CH:18][C:19]([C:22]2[N:23]=[C:24]([NH:7][CH2:6][C:5]3[CH:8]=[CH:9][C:10]([O:11][CH3:12])=[C:3]([O:2][CH3:1])[CH:4]=3)[C:25]3[C:30]([CH3:31])=[CH:29][S:28][C:26]=3[N:27]=2)=[CH:20][CH:21]=1. Reported procedure: The reaction procedure as above wherein 3,4-dimethoxy-benzylamine is reacted with 4-(4-chloro-5-methyl-thieno-[2,3-d]-pyrimidin-2-yl)-benzoic acid methylester yields 4-[4-(3,4-dimethoxybenzylamino)-5-methyl-thieno-[2,3-d]-pyrimidin-2-yl]-benzoic acid methylester. Starting materials: C1[C@@H]([C@@H]([C@H]([C@@H]([C@]1(CO)O)O[C@H]2[C@@H]([C@H]([C@@H]([C@H](O2)CO)O)O)O)O)O)N[C@H]3C=C([C@H]([C@@H]([C@H]3O)O)O)CO (validamycin G), [NH4+].[OH-] (NH4OH), 50W. The solvent is N1=CC=CC=C1 (pyridine). Yields the product C1C(C(C(C(C1(CO)O)O)O)O)NC2C=C(C(C(C2O)O)O)CO (validoxylamine G). Reaction SMILES: [CH2:1]1[C@:6]([OH:9])([CH2:7][OH:8])[C@@H:5]([O:10][C@@H]2O[C@H](CO)[C@@H](O)[C@H](O)[C@H]2O)[C@H:4]([OH:22])[C@@H:3]([OH:23])[C@H:2]1[NH:24][C@@H:25]1[C@H:30]([OH:31])[C@@H:29]([OH:32])[C@H:28]([OH:33])[C:27]([CH2:34][OH:35])=[CH:26]1.[NH4+].[OH-]>N1C=CC=CC=1>[CH2:1]1[C:6]([OH:9])([CH2:7][OH:8])[CH:5]([OH:10])[CH:4]([OH:22])[CH:3]([OH:23])[CH:2]1[NH:24][CH:25]1[CH:30]([OH:31])[CH:29]([OH:32])[CH:28]([OH:33])[C:27]([CH2:34][OH:35])=[CH:26]1 |f:1.2|. Reported procedure: One hundred grams of the crude powder containing validamycin G and validoxylamine G obtained in Example 1a) was submitted to column chromatography on Dowex 1×2 (OH- form, manufactured by Dow Chemicals; 1.8L), eluted with water to give validoxylamine G-containing fractions (eluate fractions 3-5 L; abbreviated as eluate fraction I' hereafter) and validamycin G-containing fractions (eluate fractions 6-8 L; abbreviated as `eluate fraction II` hereafer). The eluate fraction I and the eluate fraction ... Procedure: Under a nitrogen atmosphere, 0.25 g of sodium hydride was added to 50 ml of dry dimethylformamide, and the solution was heated to a temperature of 80° C. A solution of 4 g of 2-(4-hydroxyphenyl)-1-{2-[4-(4-methylpyridin-2-yl)piperazin-1-yl]ethyl}-5,6-dihydro-4H-pyrrolo[3,2,1-ij]quinoline (preparation see Example 8) in 75 ml of dimethylformamide was then added. The reaction mixture was stirred for 10 minutes, whereupon it assumed a greenish coloration. A solution of 1.6 g of ethyl 4-bromobutyrate... Reaction conditions: temperature 80 celsius, time 10 minute. Yield: 21.5%. Solvent: CN(C=O)C (dimethylformamide), CN(C=O)C (dimethylformamide), CN(C=O)C (dimethylformamide). RXN SMILES: [H-].[Na+].[OH:3][C:4]1[CH:9]=[CH:8][C:7]([C:10]2[N:20]3[C:21]4[C:16]([CH2:17][CH2:18][CH2:19]3)=[CH:15][CH:14]=[CH:13][C:12]=4[C:11]=2[CH2:22][CH2:23][N:24]2[CH2:29][CH2:28][N:27]([C:30]3[CH:35]=[C:34]([CH3:36])[CH:33]=[CH:32][N:31]=3)[CH2:26][CH2:25]2)=[CH:6][CH:5]=1.Br[CH2:38][CH2:39][CH2:40][C:41]([O:43][CH2:44][CH3:45])=[O:42].O>CN(C)C=O>[CH3:36][C:34]1[CH:33]=[CH:32][N:31]=[C:30]([N:27]2[CH2:26][CH2:25][N:24]([CH2:23][CH2:22][C:11]3[C:12]4=[C:21]5[C:16](=[CH:15][CH:14]=[CH:13]4)[CH2:17][CH2:18][CH2:19][N:20]5[C:10]=3[C:7]3[CH:8]=[CH:9][C:4]([O:3][CH2:38][CH2:39][CH2:40][C:41]([O:43][CH2:44][CH3:45])=[O:42])=[CH:5][CH:6]=3)[CH2:29][CH2:28]2)[CH:35]=1 |f:0.1|. Starting materials: OC1=CC=C(C=C1)C1=C(C=2C=CC=C3CCCN1C23)CCN2CCN(CC2)C2=NC=CC(=C2)C (2-(4-hydroxyphenyl)-1-{2-[4-(4-methylpyridin-2-yl)piperazin-1-yl]ethyl}-5,6-dihydro-4H-pyrrolo[3,2,1-ij]quinoline), BrCCCC(=O)OCC (ethyl 4-bromobutyrate), [H-].[Na+] (sodium hydride), O (water). Product: CC1=CC(=NC=C1)N1CCN(CC1)CCC1=C(N2CCCC3=CC=CC1=C23)C2=CC=C(OCCCC(=O)OCC)C=C2 (ethyl 4-[4-[1-{2-[4-(4-methylpyridin-2-yl)piperazin-1-yl]ethyl}-5,6-dihydro-4H-pyrrolo[3,2,1-ij]quinoline-2-yl]-phenoxy]-butyrate). The reactants are COCCC=1N(C2=C(C=NC=3C=CC(=CC23)CCN2C(C3=CC=CC=C3C2=O)=O)N1)CCCN1C(CCC1)=O (2-(2-{2-(2-Methoxyethyl)-1-[3-(2-oxo-pyrrolidin-1-yl)propyl]-1H-imidazo[4,5-c]quinolin-8-yl}ethyl)-1H-isoindole-1,3(2H)-dione), C1(=CC=C(C=C1)S(=O)(=O)Cl)C (p-Toluenesulfonyl chloride), ClC=1C=C(C(=O)OO)C=CC1 (3-chloroperoxybenzoic acid), [OH-].[NH4+] (ammonium hydroxide). Solvent: ClCCl (dichloromethane). Run at time 18 hour. Product: NC1=NC=2C=CC(=CC2C2=C1N=C(N2CCCN2C(CCC2)=O)CCOC)CCN2C(C1=CC=CC=C1C2=O)=O (2-(2-{4-amino-2-(2-methoxyethyl)-1-[3-(2-oxopyrrolidin-1-yl)propyl]-1H-imidazo[4,5-c]quinolin-8-yl}ethyl)-1H-isoindole-1,3(2H)dione). RXN SMILES: [CH3:1][O:2][CH2:3][CH2:4][C:5]1[N:6]([CH2:31][CH2:32][CH2:33][N:34]2[CH2:38][CH2:37][CH2:36][C:35]2=[O:39])[C:7]2[C:16]3[CH:15]=[C:14]([CH2:17][CH2:18][N:19]4[C:27](=[O:28])[C:26]5[C:21](=[CH:22][CH:23]=[CH:24][CH:25]=5)[C:20]4=[O:29])[CH:13]=[CH:12][C:11]=3[N:10]=[CH:9][C:8]=2[N:30]=1.ClC1C=C(C=CC=1)C(OO)=O.[OH-].[NH4+:52].C1(C)C=CC(S(Cl)(=O)=O)=CC=1>ClCCl>[NH2:52][C:9]1[C:8]2[N:30]=[C:5]([CH2:4][CH2:3][O:2][CH3:1])[N:6]([CH2:31][CH2:32][CH2:33][N:34]3[CH2:38][CH2:37][CH2:36][C:35]3=[O:39])[C:7]=2[C:16]2[CH:15]=[C:14]([CH2:17][CH2:18][N:19]3[C:20](=[O:29])[C:21]4[C:26](=[CH:25][CH:24]=[CH:23][CH:22]=4)[C:27]3=[O:28])[CH:13]=[CH:12][C:11]=2[N:10]=1 |f:2.3|. Reported procedure: 2-(2-{2-(2-Methoxyethyl)-1-[3-(2-oxo-pyrrolidin-1-yl)propyl]-1H-imidazo[4,5-c]quinolin-8-yl}ethyl)-1H-isoindole-1,3(2H)-dione (2.1 g, 3.8 mmol) in dichloromethane (75 mL) was combined with 3-chloroperoxybenzoic acid (60% pure, 2.0 g, 7.5 mmol) and the reaction was stirred for 18 hours. Concentrated ammonium hydroxide (40 mL) was added and the mixture was vigorously stirred for an additional 10 minutes. p-Toluenesulfonyl chloride (791 mg, 4.12 mmol) was added and the mixture was stirred for an ad... Reactants: COC(=O)C1(C(C(=CC1)O)=O)CC1=CC2=CC=CC=C2C=C1 (3-hydroxy-1-naphthalen-2-ylmethyl-2-oxo-cyclopent-3-enecarboxylic acid methyl ester), O1CCOCC1 (dioxane), Cl (HCl). Run in O (H2O). Conditions: temperature 100 celsius, time 5 hour. Product: OC=1C(CCC1CC1=CC2=CC=CC=C2C=C1)=O (2-Hydroxy-3-(2-naphthalenylmethyl)-2-cyclopenten-1-one). Isolated yield 68.6%. RXN SMILES: COC([C:5]1([CH2:12][C:13]2[CH:22]=[CH:21][C:20]3[C:15](=[CH:16][CH:17]=[CH:18][CH:19]=3)[CH:14]=2)[CH2:9][CH:8]=[C:7]([OH:10])[C:6]1=[O:11])=O.O1CCOCC1.Cl>O>[OH:11][C:6]1[C:7](=[O:10])[CH2:8][CH2:9][C:5]=1[CH2:12][C:13]1[CH:22]=[CH:21][C:20]2[C:15](=[CH:16][CH:17]=[CH:18][CH:19]=2)[CH:14]=1. Procedure details: A mixture of 3-hydroxy-1-naphthalen-2-ylmethyl-2-oxo-cyclopent-3-enecarboxylic acid methyl ester (3.0 g, 10.71 mmol), dioxane (50 ml), and HCl (10N, 50 ml) was stirred at 100° C. for 5 hours. The mixture was cooled to room temperature, poured into H2O and extracted with EtOAc. The organic extracts were dried over MgSO4. Evaporation and crystallization from acetone/ether gave a brown solid (1.75 g, 69%): m.p. 120°-122° C. The reactants are NC=1C(=C(C2=C(C[C@](O2)(C)CN2CCC(CC2)NC(C2=CC=CC=C2)C2=CC=CC=C2)C1C)C)C ((R)-1-[(5-amino-2,3-dihydro-2,4,6,7-tetramethylbenzofuran-2-yl)methyl]-N-(diphenyl-methyl)-4-piperidinamine), S(O)(O)(=O)=O (sulfuric acid). Run in CO (methanol), C(C)(=O)OCC (ethyl acetate). Run at time 18 hour. The product is S(=O)(=O)(O)O.NC=1C(=C(C2=C(C[C@](O2)(C)CN2CCC(CC2)NC(C2=CC=CC=C2)C2=CC=CC=C2)C1C)C)C ((R)-1-[(5-Amino-2,3-dihydro-2,4,6,7-tetramethylbenzofuran-2yl)methyl]-N-(diphenylmethyl)-4-piperidinamine sulfate). The yield is 75.0%. Reaction SMILES: [NH2:1][C:2]1[C:3]([CH3:35])=[C:4]([CH3:34])[C:5]2[O:9][C@:8]([CH2:11][N:12]3[CH2:17][CH2:16][CH:15]([NH:18][CH:19]([C:26]4[CH:31]=[CH:30][CH:29]=[CH:28][CH:27]=4)[C:20]4[CH:25]=[CH:24][CH:23]=[CH:22][CH:21]=4)[CH2:14][CH2:13]3)([CH3:10])[CH2:7][C:6]=2[C:32]=1[CH3:33].[S:36](=[O:40])(=[O:39])([OH:38])[OH:37]>CO.C(OCC)(=O)C>[S:36]([OH:40])([OH:39])(=[O:38])=[O:37].[NH2:1][C:2]1[C:3]([CH3:35])=[C:4]([CH3:34])[C:5]2[O:9][C@:8]([CH2:11][N:12]3[CH2:17][CH2:16][CH:15]([NH:18][CH:19]([C:20]4[CH:25]=[CH:24][CH:23]=[CH:22][CH:21]=4)[C:26]4[CH:27]=[CH:28][CH:29]=[CH:30][CH:31]=4)[CH2:14][CH2:13]3)([CH3:10])[CH2:7][C:6]=2[C:32]=1[CH3:33] |f:4.5|. Procedure: To a solution of (R)-1-[(5-amino-2,3-dihydro-2,4,6,7-tetramethylbenzofuran-2-yl)methyl]-N-(diphenyl-methyl)-4-piperidinamine (3.5 g) in a mixture of methanol (15 mL) and ethyl acetate (5 mL) was added 2N-sulfuric acid (7.5 mL) and the mixture was concentrated under reduced pressure. To the residue was added methanol (15 mL) and the mixture was stood for 18 hours. The solid formed were collected, dried and recrystallized from methanol-water to provide 3.5 g of the title compound. Yield 75%. Starting materials: C(C(C)C)(=O)OC(C)OC(=O)OC1C(=O)NC(C1)=O ([(1-isobutanoyloxyethoxy)carbonyloxy]succinimide), C(OC(C)OC(CCC)=O)(SC)=O (O-(1-butanoyloxyethyl) S-methyl thiocarbonate). The product is C(CCC)(=O)OC(C)OC(=O)OC1C(=O)NC(C1)=O ([(1-butanoyloxyethoxy)carbonyloxy]succinimide). RXN SMILES: [C:1]([O:6][CH:7]([O:9][C:10]([O:12][CH:13]1[CH2:18][C:17](=[O:19])[NH:16][C:14]1=[O:15])=[O:11])[CH3:8])(=[O:5])[CH:2]([CH3:4])C.[C:20](=O)(SC)OC(OC(=O)CCC)C>>[C:1]([O:6][CH:7]([O:9][C:10]([O:12][CH:13]1[CH2:18][C:17](=[O:19])[NH:16][C:14]1=[O:15])=[O:11])[CH3:8])(=[O:5])[CH2:2][CH2:4][CH3:20]. Reported procedure: Following the procedures for synthesizing [(1-isobutanoyloxyethoxy)carbonyloxy]succinimide (17) and replacing compound (2) with compound (4) affords [(1-butanoyloxyethoxy)carbonyloxy]succinimide (18). Starting materials: CO, C[O-], COC(=O)C(C)Cl, [Na+], [Na], Oc1ccccc1O. The product is COC(=O)C(C)Oc1ccccc1O. Reaction SMILES: [CH3:17][OH:18].[CH3:19][O-:20].[Cl:10][CH:11]([C:12](=[O:13])[O:14][CH3:15])[CH3:16].[Na+:21].[Na:9].[OH:1][c:2]1[cH:3][cH:4][cH:5][cH:6][c:7]1[OH:8]>>[OH:1][c:2]1[cH:3][cH:4][cH:5][cH:6][c:7]1[O:8][CH:11]([C:12](=[O:13])[O:14][CH3:15])[CH3:16].